From a dataset of the Open Reaction Database (ORD), a public repository of structured organic reaction records. describe an organic reaction: reactants, conditions, products, and yield Reactants: COC1=CC(=O)N(C2c3cc(C#N)ccc3OC(C)(C)C2O)C1, CS(=O)(=O)O, OCc1ccccc1. Yields the product CC1(C)Oc2ccc(C#N)cc2C(N2CC(OCc3ccccc3)=CC2=O)C1O. RXN SMILES: [C:1](#[N:2])[c:3]1[cH:4][cH:5][c:6]2[c:7]([cH:23]1)[CH:8]([N:15]1[C:16](=[O:22])[CH:17]=[C:18]([O:20][CH3:21])[CH2:19]1)[CH:9]([OH:14])[C:10]([CH3:12])([CH3:13])[O:11]2.[CH3:32][S:33](=[O:34])(=[O:35])[OH:36].[OH:24][CH2:25][c:26]1[cH:27][cH:28][cH:29][cH:30][cH:31]1>>[C:1](#[N:2])[c:3]1[cH:4][cH:5][c:6]2[c:7]([cH:23]1)[CH:8]([N:15]1[C:16](=[O:22])[CH:17]=[C:18]([O:20][CH2:21][c:26]3[cH:27][cH:28][cH:29][cH:30][cH:31]3)[CH2:19]1)[CH:9]([OH:14])[C:10]([CH3:12])([CH3:13])[O:11]2. The reactants are OCc1ccc(CBr)cc1, O=C([O-])[O-], [Cs+], [Cs+], c1ccc2c(c1)CCC21CCNCC1, CN(C)C=O, O. The product is OCc1ccc(CN2CCC3(CCc4ccccc43)CC2)cc1. Reaction SMILES: [Br:21][CH2:22][c:23]1[cH:24][cH:25][c:26]([CH2:29][OH:30])[cH:27][cH:28]1.[C:15](=[O:16])([O-:17])[O-:18].[Cs+:19].[Cs+:20].[NH:1]1[CH2:2][CH2:3][C:4]2([CH2:5][CH2:6][c:7]3[cH:8][cH:9][cH:10][cH:11][c:12]32)[CH2:13][CH2:14]1.[O:32]=[CH:33][N:34]([CH3:35])[CH3:36].[OH2:31]>>[N:1]1([CH2:22][c:23]2[cH:24][cH:25][c:26]([CH2:29][OH:30])[cH:27][cH:28]2)[CH2:2][CH2:3][C:4]2([CH2:5][CH2:6][c:7]3[cH:8][cH:9][cH:10][cH:11][c:12]32)[CH2:13][CH2:14]1. RXN SMILES: [CH2:27]1[CH2:28][CH:29]=[CH:30][CH2:31][CH2:32]1.[CH3:1][c:2]1[c:3]([O:19][CH2:20][c:21]2[cH:22][cH:23][cH:24][cH:25][cH:26]2)[cH:4][cH:5][c:6]2[c:7](=[O:18])[cH:8][c:9]([N:12]3[CH2:13][CH2:14][O:15][CH2:16][CH2:17]3)[o:10][c:11]12.[CH3:33][CH2:34][O:35][C:36](=[O:37])[CH3:38]>>[CH3:1][c:2]1[c:3]([OH:19])[cH:4][cH:5][c:6]2[c:7](=[O:18])[cH:8][c:9]([N:12]3[CH2:13][CH2:14][O:15][CH2:16][CH2:17]3)[o:10][c:11]12. Yields the product Cc1c(O)ccc2c(=O)cc(N3CCOCC3)oc12. Reactants: C1=CCCCC1, Cc1c(OCc2ccccc2)ccc2c(=O)cc(N3CCOCC3)oc12, CCOC(C)=O. Reactants: C(C)(=O)SCC(C(=O)N[C@@H](CCCNC(N)=N)C(=O)O)CC(=O)OC (Nα -[3-(acetylthio)-2-(methoxycarbonylmethyl)propanoyl]-L-arginine), C[O-].[Na+] (sodium methoxide). Solvent: CO (methanol). Yields the product SCC(C(=O)N[C@@H](CCCNC(N)=N)C(=O)O)CC(=O)OC (Nα -[3-Mercapto-2-(methoxycarbonylmethyl)propanoyl]-L-arginine). As a reaction SMILES: C([S:4][CH2:5][CH:6]([CH2:21][C:22]([O:24][CH3:25])=[O:23])[C:7]([NH:9][C@H:10]([C:18]([OH:20])=[O:19])[CH2:11][CH2:12][CH2:13][NH:14][C:15](=[NH:17])[NH2:16])=[O:8])(=O)C.C[O-].[Na+]>CO>[SH:4][CH2:5][CH:6]([CH2:21][C:22]([O:24][CH3:25])=[O:23])[C:7]([NH:9][C@H:10]([C:18]([OH:20])=[O:19])[CH2:11][CH2:12][CH2:13][NH:14][C:15](=[NH:16])[NH2:17])=[O:8] |f:1.2|. Procedure: To a solution of Nα -[3-(acetylthio)-2-(methoxycarbonylmethyl)propanoyl]-L-arginine (1.9 g.) in methanol (10 ml.), sodium methoxide (0.56 g.) is added. After ten minutes, the solution is applied to a column of Dowex 50 resin and the column is washed with water until no more acidic material is eluted. Nα -[3-mercapto-2-(methoxycarbonylmethyl)propanoyl]-L-arginine is then eluted with a pyridine-acetate buffer of pH 6.5.